Dataset: the Open Reaction Database (ORD), a public repository of structured organic reaction records. Task: describe an organic reaction: reactants, conditions, products, and yield Reactants: CCN(C(C)C)C(C)C, Fc1ccccc1N1CCNCC1, CCCc1cc(CCC=O)n(-c2ccccc2)n1. Product: CCCc1cc(CCCN2CCN(c3ccccc3F)CC2)n(-c2ccccc2)n1. Reaction SMILES: [CH:32]([N:33]([CH2:34][CH3:35])[CH:36]([CH3:37])[CH3:38])([CH3:39])[CH3:40].[F:19][c:20]1[c:21]([N:26]2[CH2:27][CH2:28][NH:29][CH2:30][CH2:31]2)[cH:22][cH:23][cH:24][cH:25]1.[c:1]1(-[n:7]2[n:8][c:9]([CH2:16][CH2:17][CH3:18])[cH:10][c:11]2[CH2:12][CH2:13][CH:14]=[O:15])[cH:2][cH:3][cH:4][cH:5][cH:6]1>>[c:1]1(-[n:7]2[n:8][c:9]([CH2:16][CH2:17][CH3:18])[cH:10][c:11]2[CH2:12][CH2:13][CH2:14][N:29]2[CH2:28][CH2:27][N:26]([c:21]3[c:20]([F:19])[cH:25][cH:24][cH:23][cH:22]3)[CH2:31][CH2:30]2)[cH:2][cH:3][cH:4][cH:5][cH:6]1.